Dataset: the Open Reaction Database (ORD), a public repository of structured organic reaction records. Task: describe an organic reaction: reactants, conditions, products, and yield Starting materials: O1C(OCC1)CN1C(C=CC2=C1N=C(N=C2)OC)=O (8-(1,3-dioxolan-2-ylmethyl)-2-methoxypyrido(2,3-d)pyrimidin-7(8H)-one), FC(C(=O)O)(F)F (trifluoroacetic acid), C(O)([O-])=O.[Na+] (sodium hydrogen carbonate). The solvent is C(Cl)(Cl)Cl (chloroform). Reaction conditions: time 8 hour. The product is COC=1N=CC2=C(N1)N(C(C=C2)=O)CC=O ((2-methoxy-7-oxopyrido(2,3-d)pyrimidin-8(7H)-yl)acetaldehyde). The yield is 126.1%. Reaction SMILES: [O:1]1CCO[CH:2]1[CH2:6][N:7]1[C:12]2[N:13]=[C:14]([O:17][CH3:18])[N:15]=[CH:16][C:11]=2[CH:10]=[CH:9][C:8]1=[O:19].FC(F)(F)C(O)=O.C(=O)([O-])O.[Na+]>C(Cl)(Cl)Cl>[CH3:18][O:17][C:14]1[N:15]=[CH:16][C:11]2[CH:10]=[CH:9][C:8](=[O:19])[N:7]([CH2:6][CH:2]=[O:1])[C:12]=2[N:13]=1 |f:2.3|. Procedure details: To 0.20 g of 8-(1,3-dioxolan-2-ylmethyl)-2-methoxypyrido(2,3-d)pyrimidin-7(8H)-one, 5 mL of an 80% aqueous trifluoroacetic acid solution was added, and the mixture was stirred at room temperature for 8 hours. To the reaction mixture, a saturated aqueous sodium hydrogen carbonate solution and chloroform were added. The organic layer was separated, and the aqueous layer was extracted with chloroform. The organic layer and the extract were combined, the resultant solution was washed with a saturate... The reactants are CC(C)N1C(=O)C(Cl)=C(c2ccccc2)S1(=O)=O, COc1cc(CCN)cc(OC)c1O. The product is COc1cc(CCNC2=C(c3ccccc3)S(=O)(=O)N(C(C)C)C2=O)cc(OC)c1O. As a reaction SMILES: [Cl:1][C:2]1=[C:6]([c:7]2[cH:8][cH:9][cH:10][cH:11][cH:12]2)[S:5](=[O:13])(=[O:14])[N:4]([CH:15]([CH3:16])[CH3:17])[C:3]1=[O:18].[NH2:19][CH2:20][CH2:21][c:22]1[cH:23][c:24]([O:31][CH3:32])[c:25]([OH:30])[c:26]([O:28][CH3:29])[cH:27]1>>[C:2]1([NH:19][CH2:20][CH2:21][c:22]2[cH:23][c:24]([O:31][CH3:32])[c:25]([OH:30])[c:26]([O:28][CH3:29])[cH:27]2)=[C:6]([c:7]2[cH:8][cH:9][cH:10][cH:11][cH:12]2)[S:5](=[O:13])(=[O:14])[N:4]([CH:15]([CH3:16])[CH3:17])[C:3]1=[O:18]. Starting materials: Oc1ccc(OCc2ccccc2)nc1, CC(C)(C)[O-], CC1CCCO1, CCOC(C)=O, COC(=O)c1ccc(F)cc1F, [K+]. The product is COC(=O)c1ccc(F)cc1Oc1ccc(OCc2ccccc2)nc1. As a reaction SMILES: [CH2:1]([c:2]1[cH:3][cH:4][cH:5][cH:6][cH:7]1)[O:8][c:9]1[cH:10][cH:11][c:12]([OH:15])[cH:13][n:14]1.[CH3:16][C:17]([CH3:18])([O-:19])[CH3:20].[CH3:34][CH:35]1[CH2:36][CH2:37][CH2:38][O:39]1.[CH3:40][CH2:41][O:42][C:43](=[O:44])[CH3:45].[F:22][c:23]1[c:24]([C:25](=[O:26])[O:27][CH3:28])[cH:29][cH:30][c:31]([F:33])[cH:32]1.[K+:21]>>[CH2:1]([c:2]1[cH:3][cH:4][cH:5][cH:6][cH:7]1)[O:8][c:9]1[cH:10][cH:11][c:12]([O:15][c:23]2[c:24]([C:25](=[O:26])[O:27][CH3:28])[cH:29][cH:30][c:31]([F:33])[cH:32]2)[cH:13][n:14]1. Yields the product Br.N=C1SC(=C(N1CCCO)C)C (3-(2-Imino-4,5-dimethyl-thiazol-3-yl)-propan-1-ol hydrobromide). The reactants are CC=1N=C(SC1C)N (4,5-dimethyl-thiazol-2-ylamine), BrCCCO (3-bromo-propan-1-ol). Reported procedure: 4,5-dimethyl-thiazol-2-ylamine (2.0 g, 16 mmol) and 3-bromo-propan-1-ol (1.6 mL, 19 mmol) were processed according to the method of Example 46A to afford the title compound. Reaction SMILES: [CH3:1][C:2]1[N:3]=[C:4]([NH2:8])[S:5][C:6]=1[CH3:7].[Br:9][CH2:10][CH2:11][CH2:12][OH:13]>>[BrH:9].[NH:8]=[C:4]1[N:3]([CH2:10][CH2:11][CH2:12][OH:13])[C:2]([CH3:1])=[C:6]([CH3:7])[S:5]1 |f:2.3|. Reactants: O=[Ag], C[O-], CI, CO, CO, ClCCl, [Na+], [Na+], [OH-], O, COc1coc(CO)cc1=O, O=c1cc(CO)occ1O. Product: COc1coc(C(=O)O)cc1=O. RXN SMILES: [Ag:31]=[O:32].[CH3:11][O-:12].[CH3:14][I:15].[CH3:29][OH:30].[CH3:34][OH:35].[Cl:36][CH2:37][Cl:38].[Na+:13].[Na+:28].[OH-:27].[OH2:33].[OH:16][CH2:17][c:18]1[o:19][cH:20][c:21]([O:25][CH3:26])[c:22](=[O:24])[cH:23]1.[OH:1][CH2:2][c:3]1[o:4][cH:5][c:6]([OH:7])[c:8](=[O:9])[cH:10]1>>[OH:1][C:17](=[O:16])[c:18]1[o:19][cH:20][c:21]([O:25][CH3:26])[c:22](=[O:24])[cH:23]1.